Dataset: the Open Reaction Database (ORD), a public repository of structured organic reaction records. Task: describe an organic reaction: reactants, conditions, products, and yield Starting materials: O=C=NC1CCCCC1, CCNC(=O)C1OC(n2cnc3c(NCC(c4ccccc4)c4ccccc4)nc(CN)nc32)C(O)C1O. The product is CCNC(=O)C1OC(n2cnc3c(NCC(c4ccccc4)c4ccccc4)nc(CNC(=O)NC4CCCCC4)nc32)C(O)C1O. Reaction SMILES: [CH:1]1([N:7]=[C:8]=[O:9])[CH2:2][CH2:3][CH2:4][CH2:5][CH2:6]1.[NH2:10][CH2:11][c:12]1[n:13][c:14]([NH:33][CH2:34][CH:35]([c:36]2[cH:37][cH:38][cH:39][cH:40][cH:41]2)[c:42]2[cH:43][cH:44][cH:45][cH:46][cH:47]2)[c:15]2[n:16][cH:17][n:18]([CH:21]3[CH:22]([OH:32])[CH:23]([OH:31])[CH:24]([C:26](=[O:27])[NH:28][CH2:29][CH3:30])[O:25]3)[c:19]2[n:20]1>>[CH:1]1([NH:7][C:8](=[O:9])[NH:10][CH2:11][c:12]2[n:13][c:14]([NH:33][CH2:34][CH:35]([c:36]3[cH:37][cH:38][cH:39][cH:40][cH:41]3)[c:42]3[cH:43][cH:44][cH:45][cH:46][cH:47]3)[c:15]3[n:16][cH:17][n:18]([CH:21]4[CH:22]([OH:32])[CH:23]([OH:31])[CH:24]([C:26](=[O:27])[NH:28][CH2:29][CH3:30])[O:25]4)[c:19]3[n:20]2)[CH2:2][CH2:3][CH2:4][CH2:5][CH2:6]1. The reactants are ClC1=CC=C(C=C1)C=1N=C2SC3=C(N2C1C=O)C=CC=C3 (2-(p-chlorophenyl)-3-formylimidazo[2,1-b]benzothiazole), [BH4-].[Na+] (sodium borohydride). The solvent is C(Cl)(Cl)Cl (chloroform), C(C)O (ethanol). Conditions: time 8 hour. Yields the product ClC1=CC=C(C=C1)C=1N=C2SC3=C(N2C1CO)C=CC=C3 (2-(p-chlorophenyl)-3-hydroxymethylimidazo[2,1-b]benzothiazole). Yield: 59.6%. As a reaction SMILES: [Cl:1][C:2]1[CH:7]=[CH:6][C:5]([C:8]2[N:9]=[C:10]3[N:14]([C:15]=2[CH:16]=[O:17])[C:13]2[CH:18]=[CH:19][CH:20]=[CH:21][C:12]=2[S:11]3)=[CH:4][CH:3]=1.[BH4-].[Na+]>C(Cl)(Cl)Cl.C(O)C>[Cl:1][C:2]1[CH:7]=[CH:6][C:5]([C:8]2[N:9]=[C:10]3[N:14]([C:15]=2[CH2:16][OH:17])[C:13]2[CH:18]=[CH:19][CH:20]=[CH:21][C:12]=2[S:11]3)=[CH:4][CH:3]=1 |f:1.2|. Reported procedure: To a suspension of 2 g of 2-(p-chlorophenyl)-3-formylimidazo[2,1-b]benzothiazole in 100 ml of chloroform and 200 ml of ethanol was added 1 g of sodium borohydride and the mixture was stirred overnight at room temperature. The reaction mixture was concentrated under reduced pressure and 900 ml of chloroform was added to the residue. After removing the insoluble materials which formed, the residue was washed with water, dried with anhydrous magnesium sulfate, and concentrated under reduced pressur... Reactants: [Cl-].[NH4+] (ammonium chloride), solution, C(CCC)[Li] (butyllithium), C(C(C)C)(=O)OCC (ethyl isobutyrate), C(C)OC(\C(=C\C1=CC=C(C=C1)CC=1C=NC=CC1)\CC)=O ((E)-2-Ethyl-3-[4-(3-pyridylmethyl)phenyl]acrylic acid ethyl ester), solution, C(C)(C)[N-]C(C)C.[Li+] (lithium diisopropylamide), C(C)(C)NC(C)C (diisopropylamine). The solvent is CCCCCC (hexane), mixture, O1CCCC1 (tetrahydrofuran), CN(C)P(=O)(N(C)C)N(C)C (HMPA), O1CCCC1 (tetrahydrofuran), O1CCCC1 (tetrahydrofuran). Reaction conditions: time 40 minute. Product: C(C)OC(C(CC1=CC=C(C=C1)CC=1C=NC=CC1)(C)C)=O (2,2-Dimethyl-3-[4-(3-pyridylmethyl)phenyl]propionic acid ethyl ester). As a reaction SMILES: [CH:1]([N-]C(C)C)(C)C.[Li+].C(NC(C)C)(C)C.C([Li])CCC.C(OCC)(=O)C(C)C.[CH2:29]([O:31][C:32](=[O:50])/[C:33](/[CH2:48]C)=[CH:34]/[C:35]1[CH:40]=[CH:39][C:38]([CH2:41][C:42]2[CH:43]=[N:44][CH:45]=[CH:46][CH:47]=2)=[CH:37][CH:36]=1)[CH3:30].[Cl-].[NH4+]>O1CCCC1.CCCCCC.CN(P(N(C)C)(N(C)C)=O)C>[CH2:29]([O:31][C:32](=[O:50])[C:33]([CH3:48])([CH3:1])[CH2:34][C:35]1[CH:36]=[CH:37][C:38]([CH2:41][C:42]2[CH:43]=[N:44][CH:45]=[CH:46][CH:47]=2)=[CH:39][CH:40]=1)[CH3:30] |f:0.1,6.7|. Reported procedure: To a 3.0 M solution of lithium diisopropylamide in tetrahydrofuran [prepared from diisopropylamine (0.56 ml), tetrahydrofuran (5 ml) and a 1.4 M solution of butyllithium in hexane (2.2 ml)] was added dropwise 0.41 ml of ethyl isobutyrate at -70° C., and the mixture was stirred at that temperature for 40 minutes. To it was added dropwise a solution of 0.26 g of the benzyl chloride compound (prepared as described in Reference Example 2) in 2.8 ml of a mixture of HMPA and tetrahydrofuran (1:1) at -... The reactants are O=C([O-])[O-], CCOC(Cc1ccc(O)cc1C)C(=O)OC, Cc1oc(-c2ccccc2)nc1CCl, [Cs+], [Cs+], [I-], [K+]. The product is CCOC(Cc1ccc(OCc2nc(-c3ccccc3)oc2C)cc1C)C(=O)OC. Reaction SMILES: [C:32](=[O:33])([O-:34])[O-:35].[CH3:1][O:2][C:3]([CH:4]([CH2:5][c:6]1[c:7]([CH3:13])[cH:8][c:9]([OH:12])[cH:10][cH:11]1)[O:14][CH2:15][CH3:16])=[O:17].[Cl:18][CH2:19][c:20]1[n:21][c:22](-[c:26]2[cH:27][cH:28][cH:29][cH:30][cH:31]2)[o:23][c:24]1[CH3:25].[Cs+:36].[Cs+:37].[I-:39].[K+:38]>>[CH3:1][O:2][C:3]([CH:4]([CH2:5][c:6]1[c:7]([CH3:13])[cH:8][c:9]([O:12][CH2:19][c:20]2[n:21][c:22](-[c:26]3[cH:27][cH:28][cH:29][cH:30][cH:31]3)[o:23][c:24]2[CH3:25])[cH:10][cH:11]1)[O:14][CH2:15][CH3:16])=[O:17]. Yield: 75.0%. Yields the product OCC1=CC=C(CCl)C=C1 (p-Hydroxymethyl- benzyl chloride). As a reaction SMILES: [C:1]1([CH2:9][OH:10])[CH:6]=[CH:5][C:4]([CH2:7]O)=[CH:3][CH:2]=1.S(Cl)([Cl:13])=O.C(=O)(O)[O-].[Na+].Cl>C(Cl)(Cl)Cl>[OH:10][CH2:9][C:1]1[CH:6]=[CH:5][C:4]([CH2:7][Cl:13])=[CH:3][CH:2]=1 |f:2.3|. Procedure: 1,4-benzenedimethanol (13.8 g, 0.10 mole) was dispersed in chloroform (100 mL) in a 500 mL three-neck round bottom flask equipped with a magnetic stirring bar, an addition funnel, a nitrogen inlet and a gas scrubber. The mixture was cooled to 0° C. in an ice bath. Thionyl chloride (13.1 g, 0.11 mole) dissolved in chloroform (10 mL) was added dropwise over ten minutes with rapid stirring to the cooled mixture. As the addition proceeded, the mixture largely cleared. During the addition step, and f... The solvent is C(Cl)(Cl)Cl (chloroform), C(Cl)(Cl)Cl (chloroform). Starting materials: S(=O)(Cl)Cl (Thionyl chloride), Cl (hydrogen chloride), C1(=CC=C(C=C1)CO)CO (1,4-benzenedimethanol), C([O-])(O)=O.[Na+] (sodium bicarbonate). Run at temperature 0 celsius, time 1 hour. Reactants: C(C)(=O)NC1=CC(=C(C=C1Cl)C(CCCCCl)=O)OCC1=CC(=CC(=C1)OC)OC (1-[4-acetylamino-5-chloro-2-(3,5-dimethoxybenzyloxy)phenyl]-5-chloropentan-1-one), N1CCCCC1 (piperidine), CNC (dimethylamine). RXN SMILES: C(N[C:5]1[C:10]([Cl:11])=[CH:9][C:8]([C:12](=[O:18])[CH2:13][CH2:14][CH2:15][CH2:16]Cl)=[C:7]([O:19][CH2:20][C:21]2[CH:26]=[C:25]([O:27][CH3:28])[CH:24]=[C:23]([O:29][CH3:30])[CH:22]=2)[CH:6]=1)(=O)C.[NH:31]1[CH2:36]CCC[CH2:32]1.C[NH:38]C>>[ClH:11].[NH2:38][C:5]1[C:10]([Cl:11])=[CH:9][C:8]([C:12](=[O:18])[CH2:13][CH2:14][CH2:15][CH2:16][N:31]([CH3:36])[CH3:32])=[C:7]([O:19][CH2:20][C:21]2[CH:26]=[C:25]([O:27][CH3:28])[CH:24]=[C:23]([O:29][CH3:30])[CH:22]=2)[CH:6]=1 |f:3.4|. Reported procedure: Proceeding as in Example 4, Step (c), but replacing l-(4-acetylamino-5-chloro-2-methoxyphenyl)-5-chloropentan-1-one with 1-[4-acetylamino-5-chloro-2-(3,5-dimethoxybenzyloxy)phenyl]-5-chloropentan-1-one and piperidine with dimethylamine, gave 1-[4-amino-5-chloro-2-(3,5-dimethoxybenzyloxy)phenyl]-5-dimethylaminopentan-1-one hydrochloride, m.p. 221°-224° C. Yields the product Cl.NC1=CC(=C(C=C1Cl)C(CCCCN(C)C)=O)OCC1=CC(=CC(=C1)OC)OC (1-[4-amino-5-chloro-2-(3,5-dimethoxybenzyloxy)phenyl]-5-dimethylaminopentan-1-one hydrochloride). The reactants are FC(S(=O)(=O)OC1=NN(C2=C1C(=NC=C2)OC)C2=C(C=CC=C2F)F)(F)F (1-(2,6-difluorophenyl)-4-methoxy-1H-pyrazolo[4,3-c]pyridin-3-yl trifluoromethanesulfonate), CC1(OB(OC1(C)C)C1=CC=C(C=C1)S(=O)(=O)N)C (4-(4,4,5,5-tetramethyl-1,3,2-dioxaborolan-2-yl)benzenesulfonamide), C([O-])([O-])=O.[K+].[K+] (potassium carbonate). The reagents and catalysts are C=1C=CC(=CC1)[P](C=2C=CC=CC2)(C=3C=CC=CC3)[Pd]([P](C=4C=CC=CC4)(C=5C=CC=CC5)C=6C=CC=CC6)([P](C=7C=CC=CC7)(C=8C=CC=CC8)C=9C=CC=CC9)[P](C=1C=CC=CC1)(C=1C=CC=CC1)C=1C=CC=CC1 (tetrakis(triphenylphosphine)palladium(0)). Run in CN(C)C=O (DMF), O (water), O (water). Conditions: temperature 130 celsius, time 30 minute. Yields the product FC1=C(C(=CC=C1)F)N1N=C(C=2C(=NC=CC21)OC)C2=CC=C(C=C2)S(=O)(=O)N (4-(1-(2,6-difluorophenyl)-4-methoxy-1H-pyrazolo[4,3-c]pyridin-3-yl)benzenesulfonamide). Yield: 56.8%. As a reaction SMILES: FC(F)(F)S(O[C:7]1[C:11]2[C:12]([O:16][CH3:17])=[N:13][CH:14]=[CH:15][C:10]=2[N:9]([C:18]2[C:23]([F:24])=[CH:22][CH:21]=[CH:20][C:19]=2[F:25])[N:8]=1)(=O)=O.CC1(C)C(C)(C)OB([C:36]2[CH:41]=[CH:40][C:39]([S:42]([NH2:45])(=[O:44])=[O:43])=[CH:38][CH:37]=2)O1.C(=O)([O-])[O-].[K+].[K+]>CN(C=O)C.O.C1C=CC([P]([Pd]([P](C2C=CC=CC=2)(C2C=CC=CC=2)C2C=CC=CC=2)([P](C2C=CC=CC=2)(C2C=CC=CC=2)C2C=CC=CC=2)[P](C2C=CC=CC=2)(C2C=CC=CC=2)C2C=CC=CC=2)(C2C=CC=CC=2)C2C=CC=CC=2)=CC=1>[F:24][C:23]1[CH:22]=[CH:21][CH:20]=[C:19]([F:25])[C:18]=1[N:9]1[C:10]2[CH:15]=[CH:14][N:13]=[C:12]([O:16][CH3:17])[C:11]=2[C:7]([C:36]2[CH:41]=[CH:40][C:39]([S:42]([NH2:45])(=[O:44])=[O:43])=[CH:38][CH:37]=2)=[N:8]1 |f:2.3.4,^1:62,64,83,102|. Reported procedure: To a solution of 1-(2,6-difluorophenyl)-4-methoxy-1H-pyrazolo[4,3-c]pyridin-3-yl trifluoromethanesulfonate (80 mg) in DMF (2 mL)/water (0.20 mL) were added 4-(4,4,5,5-tetramethyl-1,3,2-dioxaborolan-2-yl)benzenesulfonamide (83.0 mg), tetrakis(triphenylphosphine)palladium(0) (22.6 mg) and potassium carbonate (54.0 mg). The reaction mixture was stirred under microwave irradiation at 130° C. for 30 min. The reaction mixture was diluted with water, and the mixture was extracted with ethyl acetate. Th...